Dataset: the Open Reaction Database (ORD), a public repository of structured organic reaction records. Task: describe an organic reaction: reactants, conditions, products, and yield The reactants are ClC(Cl)Cl, O=C(OO)c1cccc(Cl)c1, OCc1ccc(-c2nc3cnccc3cc2-c2ccccc2)cc1. Yields the product [O-][n+]1ccc2cc(-c3ccccc3)c(-c3ccc(CO)cc3)nc2c1. RXN SMILES: [CH:36]([Cl:37])([Cl:38])[Cl:39].[Cl:25][c:26]1[cH:27][cH:28][cH:29][c:30]([C:31]([O:32][OH:34])=[O:33])[cH:35]1.[c:1]1(-[c:7]2[c:8](-[c:17]3[cH:18][cH:19][c:20]([CH2:23][OH:24])[cH:21][cH:22]3)[n:9][c:10]3[cH:11][n:12][cH:13][cH:14][c:15]3[cH:16]2)[cH:2][cH:3][cH:4][cH:5][cH:6]1>>[c:1]1(-[c:7]2[c:8](-[c:17]3[cH:18][cH:19][c:20]([CH2:23][OH:24])[cH:21][cH:22]3)[n:9][c:10]3[cH:11][n+:12]([O-:33])[cH:13][cH:14][c:15]3[cH:16]2)[cH:2][cH:3][cH:4][cH:5][cH:6]1. Starting materials: C(C)OC(CSC=1C(=NC(=NC1)Cl)Cl)=O (ethyl[(2,4-dichloro-5-pyrimidinyl)thio]acetate), N (ammonia), C(C)(C)O (isopropanol). Procedure: A solution of ethyl[(2,4-dichloro-5-pyrimidinyl)thio]acetate (2.0 g, 7.49 mmol) in DMF (75 ml) was treated with ammonia in isopropanol (7.49 ml, 14.97 mmol) in a pressure tube. The tube was capped, and the reaction was stirred at ambient temperature. Upon completion, the solution was concentrated under reduced pressure and pumped on to remove any residual DMF. The crude material was chromatographed using a gradient of 0-10% acetone/chloroform. The product contained a small amount of cyclized mat... Run in CN(C)C=O (DMF). As a reaction SMILES: [CH2:1]([O:3][C:4](=[O:15])[CH2:5][S:6][C:7]1[C:8](Cl)=[N:9][C:10]([Cl:13])=[N:11][CH:12]=1)[CH3:2].[NH3:16].C(O)(C)C>CN(C=O)C>[CH2:1]([O:3][C:4](=[O:15])[CH2:5][S:6][C:7]1[C:8]([NH2:16])=[N:9][C:10]([Cl:13])=[N:11][CH:12]=1)[CH3:2]. The product is C(C)OC(CSC=1C(=NC(=NC1)Cl)N)=O (Ethyl[(4-amino-2-chloro-5-pyrimidinyl)thio]acetate). Reactants: 5A, C(C)C(=O)C (methyl ethyl ketone), CC=1C=C(N)C=CC1C (3,4-dimethylaniline). Solvent: C1=CC=CC=C1 (benzene). Conditions: time 16 hour. Yields the product C(C)(CC)NC1=CC(=C(C=C1)C)C (N-sec-butyl-3,4-Xylidine). Isolated yield 100.0%. RXN SMILES: [CH2:1]([C:3]([CH3:5])=O)[CH3:2].[CH3:6][C:7]1[CH:8]=[C:9]([CH:11]=[CH:12][C:13]=1[CH3:14])[NH2:10]>C1C=CC=CC=1>[CH:3]([NH:10][C:9]1[CH:11]=[CH:12][C:13]([CH3:14])=[C:7]([CH3:6])[CH:8]=1)([CH2:1][CH3:2])[CH3:5]. Procedure: Molecular sieves (Type 5A, 300 gm.) are added to 79.2 g. (1.0 mole) of methyl ethyl ketone and 121.0 g. (1.0 mole) of 3,4-dimethylaniline in 1 liter of dry benzene solvent. The reaction mixture is stirred at room temperature for 16 hours. The mixture is then filtered from the molecular sieves which are washed with dry benzene. The benzene solutions are combined and evaporated in vacuo leaving 198 g. (100%) of the desired product. The product is sensitive to hydrolysis and is therefore reduced im... The reactants are C[SiH](C)OC1(C2=NCCN2)CC(C(C)(C)C)CN1C(=O)OCc1ccc([N+](=O)[O-])cc1, CC(=O)O, ClCCl, [H-], O=C(Cl)OCc1ccc([N+](=O)[O-])cc1, [Na+], C1CCOC1. Product: C[SiH](C)OC1(C2=NCCN2C(=O)OCc2ccc([N+](=O)[O-])cc2)CC(C(C)(C)C)CN1C(=O)OCc1ccc([N+](=O)[O-])cc1. RXN SMILES: [C:1]([CH3:2])([CH3:3])([CH3:4])[CH:5]1[CH2:6][C:7]([C:23]2=[N:27][CH2:26][CH2:25][NH:24]2)([O:28][SiH:29]([CH3:30])[CH3:31])[N:8]([C:10](=[O:11])[O:12][CH2:13][c:14]2[cH:15][cH:16][c:17]([N+:20](=[O:21])[O-:22])[cH:18][cH:19]2)[CH2:9]1.[CH3:48][C:49](=[O:50])[OH:51].[Cl:57][CH2:58][Cl:59].[H-:32].[N+:34](=[O:35])([O-:36])[c:37]1[cH:38][cH:39][c:40]([CH2:41][O:42][C:43](=[O:44])[Cl:45])[cH:46][cH:47]1.[Na+:33].[O:52]1[CH2:53][CH2:54][CH2:55][CH2:56]1>>[C:1]([CH3:2])([CH3:3])([CH3:4])[CH:5]1[CH2:6][C:7]([C:23]2=[N:27][CH2:26][CH2:25][N:24]2[C:43]([O:42][CH2:41][c:40]2[cH:39][cH:38][c:37]([N+:34](=[O:35])[O-:36])[cH:47][cH:46]2)=[O:44])([O:28][SiH:29]([CH3:30])[CH3:31])[N:8]([C:10](=[O:11])[O:12][CH2:13][c:14]2[cH:15][cH:16][c:17]([N+:20](=[O:21])[O-:22])[cH:18][cH:19]2)[CH2:9]1.